From a dataset of the Open Reaction Database (ORD), a public repository of structured organic reaction records. describe an organic reaction: reactants, conditions, products, and yield Reactants: BrC=1C(=C2C(=NC1)NC(=N2)C2=CC=C(C=C2)N(C)C)N2CCN(CC2)C(=O)NC2=CC=CC=C2 (4-(6-bromo-2-(4-(dimethylamino)phenyl)-3H-imidazo[4,5-b]pyridin-7-yl)-N-phenylpiperazine-1-carboxamide), C(=O)C1=CC=C(CNC(OC(C)(C)C)=O)C=C1 (tert-butyl N-(4-formylbenzyl)carbamate), BrC=1C(=C(C(=NC1)N)[N+](=O)[O-])N1CCN(CC1)CC=1C=NC=CC1 (5-bromo-3-nitro-4-(4-(pyridin-3-ylmethyl)piperazin-1-yl)pyridin-2-amine), [O-]S(=O)S(=O)[O-].[Na+].[Na+] (Na2S2O4). The solvent is C(C)O (ethanol), CN(C)C=O (DMF). Conditions: time 18 hour. Product: BrC=1C(=C2C(=NC1)NC(=N2)C2=CC=C(CNC(OC(C)(C)C)=O)C=C2)N2CCN(CC2)CC=2C=NC=CC2 (tert-Butyl 4-(6-bromo-7-(4-(pyridin-3-ylmethyl)piperazin-1-yl)-3H-imidazo[4,5-b]pyridin-2-yl)benzylcarbamate). Isolated yield 65.0%. RXN SMILES: BrC1C(N2CCN(C(NC3C=CC=CC=3)=O)CC2)=C2N=C(C3C=CC(N(C)C)=CC=3)NC2=NC=1.[Br:35][C:36]1[C:37]([N:46]2[CH2:51][CH2:50][N:49]([CH2:52][C:53]3[CH:54]=[N:55][CH:56]=[CH:57][CH:58]=3)[CH2:48][CH2:47]2)=[C:38]([N+:43]([O-])=O)[C:39]([NH2:42])=[N:40][CH:41]=1.[O-]S(S([O-])=O)=O.[Na+].[Na+].[CH:67]([C:69]1[CH:83]=[CH:82][C:72]([CH2:73][NH:74][C:75](=[O:81])[O:76][C:77]([CH3:80])([CH3:79])[CH3:78])=[CH:71][CH:70]=1)=O>C(O)C.CN(C=O)C>[Br:35][C:36]1[C:37]([N:46]2[CH2:51][CH2:50][N:49]([CH2:52][C:53]3[CH:54]=[N:55][CH:56]=[CH:57][CH:58]=3)[CH2:48][CH2:47]2)=[C:38]2[N:43]=[C:67]([C:69]3[CH:83]=[CH:82][C:72]([CH2:73][NH:74][C:75](=[O:81])[O:76][C:77]([CH3:80])([CH3:78])[CH3:79])=[CH:71][CH:70]=3)[NH:42][C:39]2=[N:40][CH:41]=1 |f:2.3.4|. Procedure: This was prepared using the same procedure as for 4-(6-bromo-2-(4-(dimethylamino)phenyl)-3H-imidazo[4,5-b]pyridin-7-yl)-N-phenylpiperazine-1-carboxamide, but here using 5-bromo-3-nitro-4-(4-(pyridin-3-ylmethyl)piperazin-1-yl)pyridin-2-amine (200 mg, 0.51 mmol), DMF (2.55 mL), ethanol (0.45 mL), 1M Na2S2O4 (3 eq, 1.53 mmol, 1.53 mL) and tert-butyl N-(4-formylbenzyl)carbamate (1.1 eq, 0.21 mmol, 46 mg). After 18 h, filtration of the precipitate and washing with cold water (1 mL) gave the product (... Reactants: aqueous solution, [OH-].[Na+] (sodium hydroxide), C(C)(C)(C)OC(=O)C1=C(C=CC=C1)C1=CC=C(C=C1)CN1C(=NC(=C1C#N)C(C(C)C)(C(C)C)O)CCCC (1-[(2'-t-butoxycarbonylbiphenyl-4-yl)methyl]-2-butyl-4-[1-hydroxy-2-methyl-1-(1-methylethyl)propyl]imidazole-5-carbonitrile). Solvent: C(C)O (ethanol). Yields the product C(C)(C)(C)OC(=O)C1=C(C=CC=C1)C1=CC=C(C=C1)CN1C(=NC(=C1C(=O)N)C(C(C)C)(C(C)C)O)CCCC (1-[(2'-t-Butoxycarbonylbiphenyl-4-yl)methyl]-2-butyl-4-[1-hydroxy-2-methyl-1-(1-methylethyl)propyl]imidazole-5-carboxamide). RXN SMILES: [OH-:1].[Na+].[C:3]([O:7][C:8]([C:10]1[CH:15]=[CH:14][CH:13]=[CH:12][C:11]=1[C:16]1[CH:21]=[CH:20][C:19]([CH2:22][N:23]2[C:27]([C:28]#[N:29])=[C:26]([C:30]([OH:37])([CH:34]([CH3:36])[CH3:35])[CH:31]([CH3:33])[CH3:32])[N:25]=[C:24]2[CH2:38][CH2:39][CH2:40][CH3:41])=[CH:18][CH:17]=1)=[O:9])([CH3:6])([CH3:5])[CH3:4]>C(O)C>[C:3]([O:7][C:8]([C:10]1[CH:15]=[CH:14][CH:13]=[CH:12][C:11]=1[C:16]1[CH:21]=[CH:20][C:19]([CH2:22][N:23]2[C:27]([C:28]([NH2:29])=[O:1])=[C:26]([C:30]([OH:37])([CH:31]([CH3:33])[CH3:32])[CH:34]([CH3:35])[CH3:36])[N:25]=[C:24]2[CH2:38][CH2:39][CH2:40][CH3:41])=[CH:18][CH:17]=1)=[O:9])([CH3:4])([CH3:5])[CH3:6] |f:0.1|. Reported procedure: 10 ml of a 1N aqueous solution of sodium hydroxide were added to a solution of 500 mg of 1-[(2'-t-butoxycarbonylbiphenyl-4-yl)methyl]-2-butyl-4-[1-hydroxy-2-methyl-1-(1-methylethyl)propyl]imidazole-5-carbonitrile [prepared as described in step (a) above] in 10 ml of ethanol, and the resulting mixture was heated under reflux for 20 hours. At the end of this time, the reaction mixture was worked up in a similar manner to that described in Example 45(c), to give 220 mg of the title compound as an a... Reactants: [N+](=O)([O-])C=1C=C(C(=O)C(CC#N)C)C=CC1 (3-(m-nitrobenzoyl)butyronitrile), O.NN (hydrazine hydrate), Cl (hydrochloric acid), [N+](=O)([O-])C=1C=C(C(=O)C(CC(=O)O)C)C=CC1 (3-m-nitrobenzoyl butyric acid). Solvent: C(C)O (ethyl alcohol). Product: CC1CC(NN=C1C1=CC(=CC=C1)[N+](=O)[O-])=O (4,5-dihydro-5 -methyl-6-(m-nitrophenyl)-3(2H)-pyridazinone). Reaction SMILES: [N+](C1C=C(C=CC=1)C(C(C)CC#N)=O)([O-])=O.Cl.[N+:18]([C:21]1[CH:22]=[C:23]([CH:32]=[CH:33][CH:34]=1)[C:24]([CH:26]([CH3:31])[CH2:27][C:28](O)=[O:29])=O)([O-:20])=[O:19].O.[NH2:36][NH2:37]>C(O)C>[CH3:31][CH:26]1[C:24]([C:23]2[CH:32]=[CH:33][CH:34]=[C:21]([N+:18]([O-:20])=[O:19])[CH:22]=2)=[N:37][NH:36][C:28](=[O:29])[CH2:27]1 |f:3.4|. Procedure: A 28 g. portion of 3-(m-nitrobenzoyl)butyronitrile [prepared as described in J. Org. Chem., Vol. 38, No. 23, 4044-4048 (1973)] is added to one liter of 6N hydrochloric acid and is stirred at reflux for one hour using a magnetic stirrer and a heating mantle. The reaction mixture is cooled and extracted with methylene chloride. The organic layer is separated and extracted with saturated sodium bicarbonate. The bicarbonate layer is added dropwise to a stirred cold hydrochloric acid solution and the... The reactants are CC(C)CCCC(C)CCCC(C)CCCC(C)CCOc1cccs1, CCO, [Na], O. Reaction SMILES: [CH3:1][CH:2]([CH2:3][CH2:4][O:5][c:6]1[s:7][cH:8][cH:9][cH:10]1)[CH2:11][CH2:12][CH2:13][CH:14]([CH2:15][CH2:16][CH2:17][CH:18]([CH2:19][CH2:20][CH2:21][CH:22]([CH3:23])[CH3:24])[CH3:25])[CH3:26].[CH3:28][CH2:29][OH:30].[Na:27].[OH2:31]>>[CH3:1][CH:2]([CH2:3][CH2:4][O:5][c:6]1[s:7][c:8]([C:29]([OH:30])=[O:31])[cH:9][cH:10]1)[CH2:11][CH2:12][CH2:13][CH:14]([CH2:15][CH2:16][CH2:17][CH:18]([CH2:19][CH2:20][CH2:21][CH:22]([CH3:23])[CH3:24])[CH3:25])[CH3:26]. The product is CC(C)CCCC(C)CCCC(C)CCCC(C)CCOc1ccc(C(=O)O)s1. Reactants: CC#N, O=C=NC(=O)c1ccccc1Cl, Nc1cc(Cl)c(OCCCCCC(=O)O)c(Cl)c1. The product is O=C(O)CCCCCOc1c(Cl)cc(NC(=O)NC(=O)c2ccccc2Cl)cc1Cl. RXN SMILES: [CH3:31][C:32]#[N:33].[Cl:1][c:2]1[c:3]([C:4](=[O:5])[N:6]=[C:7]=[O:8])[cH:9][cH:10][cH:11][cH:12]1.[NH2:13][c:14]1[cH:15][c:16]([Cl:30])[c:17]([O:18][CH2:19][CH2:20][CH2:21][CH2:22][CH2:23][C:24](=[O:25])[OH:26])[c:27]([Cl:29])[cH:28]1>>[Cl:1][c:2]1[c:3]([C:4](=[O:5])[NH:6][C:7](=[O:8])[NH:13][c:14]2[cH:15][c:16]([Cl:30])[c:17]([O:18][CH2:19][CH2:20][CH2:21][CH2:22][CH2:23][C:24](=[O:25])[OH:26])[c:27]([Cl:29])[cH:28]2)[cH:9][cH:10][cH:11][cH:12]1. Starting materials: C(C)C=1C(NC(NC1C(C1=CC(=CC(=C1)C)C)=O)=O)=O (5-Ethyl-6-(3,5-dimethylbenzoyl)-2,4-pyrimidinedione), ClCC=1OC2=C(N1)C=CC=C2 (2-chloromethyl benzoxazole). The product is O1C(=NC2=C1C=CC=C2)CN2C(NC(C(=C2C(C2=CC(=CC(=C2)C)C)=O)CC)=O)=O (1-(Benzoxazol-2-ylmethyl)-5-ethyl-6-(3,5-dimethyl-benzoyl)-2,4-pyrimidinedione). Yield: 59.7%. Reaction SMILES: [CH2:1]([C:3]1[C:4](=[O:20])[NH:5][C:6](=[O:19])[NH:7][C:8]=1[C:9](=[O:18])[C:10]1[CH:15]=[C:14]([CH3:16])[CH:13]=[C:12]([CH3:17])[CH:11]=1)[CH3:2].Cl[CH2:22][C:23]1[O:24][C:25]2[CH:31]=[CH:30][CH:29]=[CH:28][C:26]=2[N:27]=1>>[O:24]1[C:25]2[CH:31]=[CH:30][CH:29]=[CH:28][C:26]=2[N:27]=[C:23]1[CH2:22][N:7]1[C:8]([C:9](=[O:18])[C:10]2[CH:11]=[C:12]([CH3:17])[CH:13]=[C:14]([CH3:16])[CH:15]=2)=[C:3]([CH2:1][CH3:2])[C:4](=[O:20])[NH:5][C:6]1=[O:19]. Procedure: 5-Ethyl-6-(3,5-dimethylbenzoyl)-2,4-pyrimidinedione and 2-chloromethyl benzoxazole were reacted by the same way with the example 1 to obtain the titled compound (241 mg, yield: 59.7%). The reactants are CCO, CCOC(C)=O, [H][H], Nc1nccc(Oc2ccc(NC(=O)C(F)(F)F)c(F)c2)c1[N+](=O)[O-], [Pd]. Product: Nc1nccc(Oc2ccc(NC(=O)C(F)(F)F)c(F)c2)c1N. As a reaction SMILES: [CH3:28][CH2:29][OH:30].[CH3:31][CH2:32][O:33][C:34]([CH3:35])=[O:36].[H:1][H:2].[NH2:3][c:4]1[n:5][cH:6][cH:7][c:8]([O:13][c:14]2[cH:15][c:16]([F:27])[c:17]([NH:20][C:21]([C:22]([F:23])([F:24])[F:25])=[O:26])[cH:18][cH:19]2)[c:9]1[N+:10]([O-:11])=[O:12].[Pd:37]>>[NH2:3][c:4]1[n:5][cH:6][cH:7][c:8]([O:13][c:14]2[cH:15][c:16]([F:27])[c:17]([NH:20][C:21]([C:22]([F:23])([F:24])[F:25])=[O:26])[cH:18][cH:19]2)[c:9]1[NH2:10]. Yields the product FC1=C(C=CC=C1)C1=NN=CC=2N1N=C(C2I)O (7-(2-Fluorophenyl)-3-iodopyrazolo[1,5-d][1,2,4]triazin-2-ol). Run at time 1.25 hour. The solvent is C(C)(=O)O (acetic acid), C(C)(=O)O (acetic acid). Reaction SMILES: [F:1][C:2]1[CH:7]=[CH:6][CH:5]=[CH:4][C:3]=1[C:8]1[N:13]2[N:14]=[C:15]([OH:17])[CH:16]=[C:12]2[CH:11]=[N:10][N:9]=1.[I:18]Cl.O>C(O)(=O)C>[F:1][C:2]1[CH:7]=[CH:6][CH:5]=[CH:4][C:3]=1[C:8]1[N:13]2[N:14]=[C:15]([OH:17])[C:16]([I:18])=[C:12]2[CH:11]=[N:10][N:9]=1. Procedure: To a stirred mixture of 7-(2-fluorophenyl)pyrazolo[1,5-d][1,2,4]triazin-2-ol (0.5014 g, 2.18 mmol) in glacial acetic acid (10 ml) was added dropwise a 1.0 M solution of iodine monochloride in glacial acetic acid (3.26 ml, 3.26 mmol) and the mixture was stirred at room temperature for a total of 1.25 h. Water (40 ml) was then added and the resulting solid was collected by filtration, washed with water, and dried under vacuum at 60° C. to yield 0.7345 g (95%) of the title compound as a pale brown ... Reactants: O (Water), FC1=C(C=CC=C1)C1=NN=CC=2N1N=C(C2)O (7-(2-fluorophenyl)pyrazolo[1,5-d][1,2,4]triazin-2-ol), solution, ICl (iodine monochloride). Isolated yield 95.0%. Reactants: C1CCOC1, CCOC(=O)CC1OB(O)c2cc(Oc3cnccn3)cc(Cl)c21, Cl, [Li+], [OH-], O. Yields the product O=C(O)CC1OB(O)c2cc(Oc3cnccn3)cc(Cl)c21. As a reaction SMILES: [CH2:28]1[O:29][CH2:30][CH2:31][CH2:32]1.[Cl:1][c:2]1[cH:3][c:4]([O:18][c:19]2[n:20][cH:21][cH:22][n:23][cH:24]2)[cH:5][c:6]2[c:10]1[CH:9]([CH2:11][C:12](=[O:13])[O:14][CH2:15][CH3:16])[O:8][B:7]2[OH:17].[ClH:27].[Li+:25].[OH-:26].[OH2:33]>>[Cl:1][c:2]1[cH:3][c:4]([O:18][c:19]2[n:20][cH:21][cH:22][n:23][cH:24]2)[cH:5][c:6]2[c:10]1[CH:9]([CH2:11][C:12](=[O:13])[OH:14])[O:8][B:7]2[OH:17]. Starting materials: COC1=NCCCC1N1C(=O)c2ccccc2C1=O, CO, [Cl-], [NH4+]. Yields the product NC1=NCCCC1N1C(=O)c2ccccc2C1=O, Cl. Reaction SMILES: [CH3:1][O:2][C:3]1=[N:4][CH2:5][CH2:6][CH2:7][CH:8]1[N:9]1[C:10](=[O:19])[c:11]2[cH:12][cH:13][cH:14][cH:15][c:16]2[C:17]1=[O:18].[CH3:22][OH:23].[Cl-:20].[NH4+:21]>>[C:3]1([NH2:21])=[N:4][CH2:5][CH2:6][CH2:7][CH:8]1[N:9]1[C:10](=[O:19])[c:11]2[cH:12][cH:13][cH:14][cH:15][c:16]2[C:17]1=[O:18].[ClH:20].